This data is from the Open Reaction Database (ORD), a public repository of structured organic reaction records. The task is: describe an organic reaction: reactants, conditions, products, and yield Reactants: C(=O)(C(F)(F)F)O (TFA), CC(COC)OC1=NC(=C2N=C(N(C2=N1)C1OCCCC1)OC)N (2-{[1-methyl-2-(methoxy)ethyl]oxy}-8-(methoxy)-9-(tetrahydro-2H-pyran-2-yl)-9H-purin-6-amine). Run in CO (MeOH). Reaction conditions: time 1 day. Yields the product FC(C(=O)O)(F)F.CC(COC)OC1=NC(=C2N=C(NC2=N1)OC)N (2-{[1-Methyl-2-(methoxy)ethyl]oxy}-8-(methoxy)-9H-purin-6-amine trifluoroacetic acid salt). Reaction SMILES: [C:1]([OH:7])([C:3]([F:6])([F:5])[F:4])=[O:2].[CH3:8][CH:9]([O:13][C:14]1[N:22]=[C:21]2[C:17]([N:18]=[C:19]([O:29][CH3:30])[N:20]2C2CCCCO2)=[C:16]([NH2:31])[N:15]=1)[CH2:10][O:11][CH3:12]>CO>[F:4][C:3]([F:6])([F:5])[C:1]([OH:7])=[O:2].[CH3:8][CH:9]([O:13][C:14]1[N:22]=[C:21]2[C:17]([N:18]=[C:19]([O:29][CH3:30])[NH:20]2)=[C:16]([NH2:31])[N:15]=1)[CH2:10][O:11][CH3:12] |f:3.4|. Procedure details: TFA (7.5 ml) was added to a solution of 2-{[1-methyl-2-(methoxy)ethyl]oxy}-8-(methoxy)-9-(tetrahydro-2H-pyran-2-yl)-9H-purin-6-amine (4.7 g, 13.9 mmol) in MeOH (30 ml) with stirring. The mixture was left to stand at room temperature for 1 day. A white solid formed which was filtered off and washed with ethyl acetate. This gave product (3.7 g, 76.1%) The reactants are BrC=1C=CC(=C(C1)C1=CN=NC=C1)F (4-(5-Bromo-2-fluorophenyl)pyridazine), B1(OCC(CO1)(C)C)B2OCC(CO2)(C)C (bis(neopentyl glycolato)diboron). Product: FC1=C(C=C(C=C1)B(O)O)C1=CN=NC=C1 (4-fluoro-3-(pyridazin-4-yl)phenylboronic acid). RXN SMILES: Br[C:2]1[CH:3]=[CH:4][C:5]([F:14])=[C:6]([C:8]2[CH:13]=[CH:12][N:11]=[N:10][CH:9]=2)[CH:7]=1.[B:15]1(B2OCC(C)(C)CO2)[O:20]CC(C)(C)C[O:16]1>>[F:14][C:5]1[CH:4]=[CH:3][C:2]([B:15]([OH:20])[OH:16])=[CH:7][C:6]=1[C:8]1[CH:13]=[CH:12][N:11]=[N:10][CH:9]=1. Procedure details: 4-(5-Bromo-2-fluorophenyl)pyridazine (1.0 g, 3.95 mmol) was reacted with bis(neopentyl glycolato)diboron (982 mg, 4.35 mmol) using the method of Example 20 to give 4-fluoro-3-(pyridazin-4-yl)phenylboronic acid: MS (ES+) m/z 219 [M+H]+. Reactants: CC(C)(OC(=O)NNC(C=CC=1NC=C(C(C1)=O)OCC1=CC=CC=C1)=O)C (3-[1,4-Dihydro-4-oxo-5-(phenylmethoxy)-2-pyridinyl]-2-propenoic acid, 2-[(1,1-dimethylethoxy)carbonyl]hydrazide). The solvent is FC(C(=O)O)(F)F (trifluoroacetic acid). Conditions: time 20 minute. Product: O=C1C=C(NC=C1OCC1=CC=CC=C1)C=CC(=O)NN (3-[1,4-Dihydro-4-oxo-5-(phenylmethoxy)-2-pyridinyl]-2-propenoic acid, hydrazide). As a reaction SMILES: CC(C)(OC([NH:7][NH:8][C:9](=[O:27])[CH:10]=[CH:11][C:12]1[NH:13][CH:14]=[C:15]([O:19][CH2:20][C:21]2[CH:26]=[CH:25][CH:24]=[CH:23][CH:22]=2)[C:16](=[O:18])[CH:17]=1)=O)C>FC(F)(F)C(O)=O>[O:18]=[C:16]1[C:15]([O:19][CH2:20][C:21]2[CH:26]=[CH:25][CH:24]=[CH:23][CH:22]=2)=[CH:14][NH:13][C:12]([CH:11]=[CH:10][C:9]([NH:8][NH2:7])=[O:27])=[CH:17]1. Procedure details: 3-[1,4-Dihydro-4-oxo-5-(phenylmethoxy)-2-pyridinyl]-2-propenoic acid, 2-[(1,1-dimethylethoxy)carbonyl]hydrazide (3.86 g) was stirred for one-half hour in 30 ml of trifluoroacetic acid at 0°-5° C. The trifluoroacetic acid salt of the title compound precipitated after adding 50 ml of diethylether. The salt was suspended in 30 ml of water, stirred with 2 g of sodium bicarbonate for 20 minutes, and the title compound was filtered off, washed with water and dried yielding a beige powder. Yield: 2.75 ... Starting materials: 2-L, C1(=CC=CC=C1)C(=CC1CCN(CC1)CCCCCCCCC=1C=NC=CC1)C1=CC=CC=C1 (3-[8-[4-(2,2-diphenylethenyl)-1-piperidinyl]octyl]pyridine), 2B, C(\C=C\C(=O)O)(=O)O (fumaric acid). Run in C(C)O (ethanol). Product: C(\C=C\C(=O)O)(=O)O.C1(=CC=CC=C1)C(=CC1CCN(CC1)CCCCCCCCC=1C=NC=CC1)C1=CC=CC=C1 (3-[8-[4-(2,2-diphenylethenyl)-1-piperidinyl]octyl]pyridine (E)-2-butenedioate salt). Yield: 96.8%. Reaction SMILES: [C:1]1([C:7]([C:29]2[CH:34]=[CH:33][CH:32]=[CH:31][CH:30]=2)=[CH:8][CH:9]2[CH2:14][CH2:13][N:12]([CH2:15][CH2:16][CH2:17][CH2:18][CH2:19][CH2:20][CH2:21][CH2:22][C:23]3[CH:24]=[N:25][CH:26]=[CH:27][CH:28]=3)[CH2:11][CH2:10]2)[CH:6]=[CH:5][CH:4]=[CH:3][CH:2]=1.[C:35]([OH:42])(=[O:41])/[CH:36]=[CH:37]/[C:38]([OH:40])=[O:39]>C(O)C>[C:35]([OH:42])(=[O:41])/[CH:36]=[CH:37]/[C:38]([OH:40])=[O:39].[C:29]1([C:7]([C:1]2[CH:6]=[CH:5][CH:4]=[CH:3][CH:2]=2)=[CH:8][CH:9]2[CH2:10][CH2:11][N:12]([CH2:15][CH2:16][CH2:17][CH2:18][CH2:19][CH2:20][CH2:21][CH2:22][C:23]3[CH:24]=[N:25][CH:26]=[CH:27][CH:28]=3)[CH2:13][CH2:14]2)[CH:34]=[CH:33][CH:32]=[CH:31][CH:30]=1 |f:3.4|. Procedure details: A 2-L Erlenmeyer flask was charged with 205.5 g of 3-[8-[4-(2,2-diphenylethenyl)-1-piperidinyl]octyl]pyridine 420 mL of 2B ethanol, and 55.5 g (5% excess) of fumaric acid. The mixture was heated on a steam cone to solution and filtered through Celite into a 12-L flask equipped with a mechanical stirrer. The filter cake was washed with an additional 420 mL of warm 2B ethanol. The stirred filtrate was diluted rapidly with 5.10 L of acetone. Crystallization began within a few minutes. The suspensio... The reactants are CC(NC(=O)C(NC(=O)C(CCCc1ccc(-c2ccccc2)c(F)c1)CC(=O)OC(C)(C)C)C(C)(C)C)c1ccccc1, O=C(O)C(F)(F)F. The product is CC(NC(=O)C(NC(=O)C(CC=Cc1ccc(-c2ccccc2)c(F)c1)CC(=O)OC(C)(C)C)C(C)(C)C)c1ccccc1. Reaction SMILES: [CH3:1][C:2]([CH:3]([C:4](=[O:5])[NH:6][CH:7]([CH3:8])[c:9]1[cH:10][cH:11][cH:12][cH:13][cH:14]1)[NH:15][C:16](=[O:17])[CH:18]([CH2:19][C:20](=[O:21])[O:22][C:23]([CH3:24])([CH3:25])[CH3:26])[CH2:27][CH2:28][CH2:29][c:30]1[cH:31][c:32]([F:42])[c:33](-[c:36]2[cH:37][cH:38][cH:39][cH:40][cH:41]2)[cH:34][cH:35]1)([CH3:43])[CH3:44].[OH:45][C:46]([C:47]([F:48])([F:49])[F:50])=[O:51]>>[CH3:1][C:2]([CH:3]([C:4](=[O:5])[NH:6][CH:7]([CH3:8])[c:9]1[cH:10][cH:11][cH:12][cH:13][cH:14]1)[NH:15][C:16](=[O:17])[CH:18]([CH2:19][C:20](=[O:21])[O:22][C:23]([CH3:24])([CH3:25])[CH3:26])[CH2:27][CH:28]=[CH:29][c:30]1[cH:31][c:32]([F:42])[c:33](-[c:36]2[cH:37][cH:38][cH:39][cH:40][cH:41]2)[cH:34][cH:35]1)([CH3:43])[CH3:44]. The reactants are CC1C(C(=O)[C@@]2(O1)C[C@@H]3[C@]([C@@H]2OC(=O)C)(C[C@]45N3C(=O)[C@](N(C4=O)C)(SSSS5)CO)O)(C)C (Sirodesmin B), S(=O)(Cl)Cl (thionyl chloride), O (water). The solvent is N1=CC=CC=C1 (pyridine). Conditions: time 15 minute. Product: CC1C(C(=O)C2(O1)CC3C(C2OC(=O)C)(CC45N3C(=O)C(N(C4=O)C)(SS5)CO)O)(C)C (Sirodesmin A). As a reaction SMILES: [CH3:1][CH:2]1[O:7][C@:6]2([C@@H:11]([O:12][C:13]([CH3:15])=[O:14])[C@:10]3([OH:32])[CH2:16][C@@:17]45[S:29][S:28]SS[C@@:21]([CH2:30][OH:31])([N:22]([CH3:25])[C:23]4=[O:24])[C:19](=[O:20])[N:18]5[C@@H:9]3[CH2:8]2)[C:4](=[O:5])[C:3]1([CH3:34])[CH3:33].S(Cl)(Cl)=O.O>N1C=CC=CC=1>[CH3:1][CH:2]1[O:7][C:6]2([CH:11]([O:12][C:13]([CH3:15])=[O:14])[C:10]3([OH:32])[CH2:16][C:17]45[S:29][S:28][C:21]([CH2:30][OH:31])([N:22]([CH3:25])[C:23]4=[O:24])[C:19](=[O:20])[N:18]5[CH:9]3[CH2:8]2)[C:4](=[O:5])[C:3]1([CH3:34])[CH3:33]. Procedure details: Sirodesmin B (50 mg.) in dry pyridine (1.0 ml.) was treated with thionyl chloride (0.1 ml.) for 12 minutes at 0°C., then added to iced-water (25 ml.) and left for 15 minutes. The solution was adjusted to pH 2 with 2N.sulphuric acid, then extracted with chloroform (3 × 20 ml.). The extracts were dried over sodium sulphate, then concentrated to an oil (29.4 mg.) which was essentially Sirodesmin A but contained traces of Sirodesmin B and C. The crude product was purified by preparative t.l.c. on si... The reactants are N1C=NC=C1 (imidazole), BrC1=CC=C(C=C1)CCC#N (3-(p-bromophenyl)propionitrile), C([O-])([O-])=O.[K+].[K+] (potassium carbonate), cuprous bromide. Yields the product N1(C=NC=C1)C1=CC=C(C=C1)CCC#N (3-[p-(1-Imidazolyl)phenyl]propionitrile). Reaction conditions: temperature 160 celsius. Procedure details: A mixture of 2.8 g of imidazole, 7.6 g of 3-(p-bromophenyl)propionitrile, 4.7 g of anhydrous potassium carbonate, and 0.4 g of cuprous bromide in 15 ml of nitrobenzene was heated at 160° C. for 25 hours under stirring. Reaction SMILES: [NH:1]1[CH:5]=[CH:4][N:3]=[CH:2]1.Br[C:7]1[CH:12]=[CH:11][C:10]([CH2:13][CH2:14][C:15]#[N:16])=[CH:9][CH:8]=1.C(=O)([O-])[O-].[K+].[K+]>[N+](C1C=CC=CC=1)([O-])=O>[N:1]1([C:7]2[CH:12]=[CH:11][C:10]([CH2:13][CH2:14][C:15]#[N:16])=[CH:9][CH:8]=2)[CH:5]=[CH:4][N:3]=[CH:2]1 |f:2.3.4|. The solvent is [N+](=O)([O-])C1=CC=CC=C1 (nitrobenzene).